This data is from the Open Reaction Database (ORD), a public repository of structured organic reaction records. The task is: describe an organic reaction: reactants, conditions, products, and yield Reactants: CC1(C(NC2=CC=CC(=C12)[N+](=O)[O-])=O)CC(=O)OCC ((−)-Ethyl (3-methyl-4-nitro-2-oxo-2,3-dihydro-1H-indol-3-yl)acetate). Reagents/catalysts: [Pd] (Pd/C). Solvent: CO (MeOH). Reaction conditions: time 3 hour. Yields the product NC1=C2C(C(NC2=CC=C1)=O)(C)CC(=O)OCC ((±)-Ethyl (4-amino-3-methyl-2-oxo-2,3-dihydro-1H-indol-3-yl)acetate). As a reaction SMILES: [CH3:1][C:2]1([CH2:15][C:16]([O:18][CH2:19][CH3:20])=[O:17])[C:10]2[C:5](=[CH:6][CH:7]=[CH:8][C:9]=2[N+:11]([O-])=O)[NH:4][C:3]1=[O:14]>CO.[Pd]>[NH2:11][C:9]1[CH:8]=[CH:7][CH:6]=[C:5]2[C:10]=1[C:2]([CH2:15][C:16]([O:18][CH2:19][CH3:20])=[O:17])([CH3:1])[C:3](=[O:14])[NH:4]2. Procedure: A mixture of (±)-ethyl (3-methyl-4-nitro-2-oxo-2,3-dihydro-1H-indol-3-yl)acetate from Step B (2.66 g, 9.56 mmol) and 10% Pd/C (500 mg) was stirred vigorously in MeOH (50 mL) under an atmosphere of hydrogen (ca. 1 atm). After 3 h, the mixture was filtered through a pad of Celite, washing with MeOH, and the filtrate was concentrated in vacuo to give the title compound. MS: m/z=249 (M+1). The reactants are O=C(Br)c1ccc(CBr)cc1, ClCCl, O, OCC(Cl)(Cl)Cl. Product: O=C(OCC(Cl)(Cl)Cl)c1ccc(CBr)cc1. RXN SMILES: [Br:7][CH2:8][c:9]1[cH:10][cH:11][c:12]([C:13](=[O:14])[Br:15])[cH:16][cH:17]1.[Cl:19][CH2:20][Cl:21].[OH2:18].[OH:1][CH2:2][C:3]([Cl:4])([Cl:5])[Cl:6]>>[O:1]([CH2:2][C:3]([Cl:4])([Cl:5])[Cl:6])[C:13]([c:12]1[cH:11][cH:10][c:9]([CH2:8][Br:7])[cH:17][cH:16]1)=[O:14]. Reactants: CN(C)C=NS(=O)(=O)CC(CO)(CC)CC (3-(N,N-dimethylaminomethylene)aminosulfonyl-2,2-diethyl-1-propanol), ClC=1C(=CC=2N(N1)N=C(N2)C)C (6-chloro-2,7-dimethyl[1,2,4]triazolo[1,5-b]pyridazine). Product: C(C)C(COC=1C(=CC=2N(N1)N=C(N2)C)C)(CS(N)(=O)=O)CC (6-(2,2-diethyl-3-sulfamoyl-1-propoxy)-2,7-dimethyl[1,2,4]triazolo[1,5-b]pyridazine). Reaction SMILES: CN(C=[N:5][S:6]([CH2:9][C:10]([CH2:15][CH3:16])([CH2:13][CH3:14])[CH2:11][OH:12])(=[O:8])=[O:7])C.Cl[C:18]1[C:19]([CH3:28])=[CH:20][C:21]2[N:22]([N:24]=[C:25]([CH3:27])[N:26]=2)[N:23]=1>>[CH2:15]([C:10]([CH2:13][CH3:14])([CH2:9][S:6](=[O:7])(=[O:8])[NH2:5])[CH2:11][O:12][C:18]1[C:19]([CH3:28])=[CH:20][C:21]2[N:22]([N:24]=[C:25]([CH3:27])[N:26]=2)[N:23]=1)[CH3:16]. Reported procedure: Using 3-(N,N-dimethylaminomethylene)aminosulfonyl-2,2-diethyl-1-propanol and 6-chloro-2,7-dimethyl[1,2,4]triazolo[1,5-b]pyridazine, the same reaction as in Example 6 was conducted to produce the title compound. m.p. 221°-222° C. Solvent: ClCCl (dichloromethane). Starting materials: C(C)(C)(C)OC(NC(CNC(C(C)C)C1=NC2=CC(=CC=C2C(N1CC1=CC=CC=C1)=O)Cl)(C)C)=O ((±)-{2-[1-(3-benzyl-7-chloro-4-oxo-3,4-dihydro-quinazolin-2-yl)-2-methyl-propylamino]-1,1-dimethyl-ethyl}-carbamic acid tert-butyl ester), FC(C(=O)O)(F)F (trifluoroacetic acid), resultant solution. As a reaction SMILES: C(OC(=O)[NH:7][C:8]([CH3:35])([CH3:34])[CH2:9][NH:10][CH:11]([C:15]1[N:24]([CH2:25][C:26]2[CH:31]=[CH:30][CH:29]=[CH:28][CH:27]=2)[C:23](=[O:32])[C:22]2[C:17](=[CH:18][C:19]([Cl:33])=[CH:20][CH:21]=2)[N:16]=1)[CH:12]([CH3:14])[CH3:13])(C)(C)C.FC(F)(F)C(O)=O>ClCCl>[NH2:7][C:8]([CH3:35])([CH3:34])[CH2:9][NH:10][CH:11]([C:15]1[N:24]([CH2:25][C:26]2[CH:27]=[CH:28][CH:29]=[CH:30][CH:31]=2)[C:23](=[O:32])[C:22]2[C:17](=[CH:18][C:19]([Cl:33])=[CH:20][CH:21]=2)[N:16]=1)[CH:12]([CH3:14])[CH3:13]. Reported procedure: To a solution of (±)-{2-[1-(3-benzyl-7-chloro-4-oxo-3,4-dihydro-quinazolin-2-yl)-2-methyl-propylamino]-1,1-dimethyl-ethyl}-carbamic acid tert-butyl ester (1.62 g, 3.16 mmol) in dichloromethane (40 mL) was added trifluoroacetic acid (10 mL). The resultant solution was maintained at ambient temperature overnight and concentrated under reduced pressure. The residue was dissolved in dichloromethane (50 mL) and washed with saturated aqueous sodium bicarbonate (40 mL). The aqueous layer was extracted ... The product is NC(CNC(C(C)C)C1=NC2=CC(=CC=C2C(N1CC1=CC=CC=C1)=O)Cl)(C)C ((±)-2-[1-(2-amino-2-methyl-propylamino)-2-methyl-propyl]-3-benzyl-7-chloro-3H-quinazolin-4-one). Isolated yield 98.9%. The reactants are NC=1C=C2C[C@]3(C(NC4=NC=CC=C43)=O)CC2=CC1 ((R)-5-amino-1,3-dihydrospiro[indene-2,3′-pyrrolo[2,3-b]pyridin]-2′(1′H)-one), NC=1C=C2C[C@]3(C(NC4=NC=CC=C43)=O)CC2=CC1 ((R)-5-amino-1,3-dihydrospiro[indene-2,3′-pyrrolo[2,3-b]pyridin]-2′(1′H)-one), N(=O)[O-].[Na+] (sodium nitrite), Br (HBr), CuBr, [NH4+].[OH-] (NH4OH). Run in O (water), O (water). Reaction conditions: temperature 100 celsius. Yields the product BrC=1C=C2C[C@]3(C(NC4=NC=CC=C43)=O)CC2=CC1 ((R)-5-Bromo-1,3-dihydrospiro[indene-2,3′-pyrrolo[2,3-b]pyridin]-2′(1′H)-one). Reaction SMILES: N[C:2]1[CH:3]=[C:4]2[C:17](=[CH:18][CH:19]=1)[CH2:16][C@:6]1([C:14]3[C:9](=[N:10][CH:11]=[CH:12][CH:13]=3)[NH:8][C:7]1=[O:15])[CH2:5]2.N([O-])=O.[Na+].[NH4+].[OH-].[BrH:26]>O>[Br:26][C:2]1[CH:3]=[C:4]2[C:17](=[CH:18][CH:19]=1)[CH2:16][C@:6]1([C:14]3[C:9](=[N:10][CH:11]=[CH:12][CH:13]=3)[NH:8][C:7]1=[O:15])[CH2:5]2 |f:1.2,3.4|. Procedure details: To a solution of (R)-5-amino-1,3-dihydrospiro[indene-2,3′-pyrrolo[2,3-b]pyridin]-2′(1′H)-one (500 mg, 1.99 mmol, described in Intermediate 3) in 48% HBr (4 mL) at 0° C. was added slowly over 10 min a solution of sodium nitrite (137 mg, 1.99 mmol) in water (0.8 mL). After 5 minutes CuBr (285 mg, 1.99 mmol) was added and the reaction mixture was placed into a 100° C. oil bath and heated at 100° C. for 20 min. The reaction mixture was then diluted with water followed by 2.5 mL of 30% NH4OH (2.5 mL)... Reactants: [N+](=O)([O-])C1=CC=C(C2=CC=CC=C12)OCCC1=CC(=NC=C1)NC(OC(C)(C)C)=O (tert-Butyl 4-(2-(4-nitronaphthalen-1-yloxy)ethyl)pyridin-2-ylcarbamate), C(=O)(O)[O-].[Na+] (NaHCO3). The reagents and catalysts are [Fe] (iron). The solvent is CC(=O)O (AcOH), CCO (EtOH). Product: NC1=CC=C(C2=CC=CC=C12)OCCC1=CC(=NC=C1)NC(OC(C)(C)C)=O (tert-Butyl 4-(2-(4-aminonaphthalen-1-yloxy)ethyl)pyridin-2-ylcarbamate). Yield: 103.8%. Reaction SMILES: [N+:1]([C:4]1[C:13]2[C:8](=[CH:9][CH:10]=[CH:11][CH:12]=2)[C:7]([O:14][CH2:15][CH2:16][C:17]2[CH:22]=[CH:21][N:20]=[C:19]([NH:23][C:24](=[O:30])[O:25][C:26]([CH3:29])([CH3:28])[CH3:27])[CH:18]=2)=[CH:6][CH:5]=1)([O-])=O.C([O-])(O)=O.[Na+]>CC(O)=O.CCO.[Fe]>[NH2:1][C:4]1[C:13]2[C:8](=[CH:9][CH:10]=[CH:11][CH:12]=2)[C:7]([O:14][CH2:15][CH2:16][C:17]2[CH:22]=[CH:21][N:20]=[C:19]([NH:23][C:24](=[O:30])[O:25][C:26]([CH3:28])([CH3:27])[CH3:29])[CH:18]=2)=[CH:6][CH:5]=1 |f:1.2|. Procedure details: tert-Butyl 4-(2-(4-nitronaphthalen-1-yloxy)ethyl)pyridin-2-ylcarbamate (11) (5.20 g, 12.7 mmol) and iron mesh (4.30 g, 76 mmol) were suspended in a mixture of AcOH and EtOH (1:2, 120 mL). The suspension was placed in a pre-heated oil bath at 60° C. and stirred rapidly until the reaction was judged to be complete by LC-MS. The mixture was cooled to RT, poured carefully onto saturated aq NaHCO3 (1000 mL) and extracted with EtOAc (500 mL×2). The combined organic layers were washed with further satu...